From a dataset of the Open Reaction Database (ORD), a public repository of structured organic reaction records. describe an organic reaction: reactants, conditions, products, and yield The reactants are CSC1=NC2=C(N1)C=CC=C2 (2-(methylsulfanyl)-1H-benzimidazole), ClC1=NC(=NC(=N1)Cl)N1CCOCC1 (2,4-dichloro-6-(4-morpholinyl)-1,3,5-triazine), C(=O)([O-])[O-].[K+].[K+] (K2CO3). The solvent is CN(C)C=O (DMF), O (water). Conditions: time 1 hour. Product: ClC1=NC(=NC(=N1)N1CCOCC1)N1C(=NC2=C1C=CC=C2)SC (1-[4-chloro-6-(4-morpholinyl)-1,3,5-triazin-2-yl]-2-(methylsulfanyl)-1H-benzimidazole). The yield is 98.1%. As a reaction SMILES: [CH3:1][S:2][C:3]1[NH:7][C:6]2[CH:8]=[CH:9][CH:10]=[CH:11][C:5]=2[N:4]=1.[Cl:12][C:13]1[N:18]=[C:17](Cl)[N:16]=[C:15]([N:20]2[CH2:25][CH2:24][O:23][CH2:22][CH2:21]2)[N:14]=1.C([O-])([O-])=O.[K+].[K+]>CN(C=O)C.O>[Cl:12][C:13]1[N:14]=[C:15]([N:20]2[CH2:21][CH2:22][O:23][CH2:24][CH2:25]2)[N:16]=[C:17]([N:7]2[C:6]3[CH:8]=[CH:9][CH:10]=[CH:11][C:5]=3[N:4]=[C:3]2[S:2][CH3:1])[N:18]=1 |f:2.3.4|. Procedure details: A mixture of 2-(methylsulfanyl)-1H-benzimidazole (1.64 g, 10 mmol), 2,4-dichloro-6-(4-morpholinyl)-1,3,5-triazine (2.35 g, 10 mmol), and powdered K2CO3 (11 g, 80 mmol) in DMF (50 mL) was stirred at room temperature for 1 hr. The mixture was diluted with water and the resulting precipitate was collected, washed with water and then ethanol, and dried to give 3.56 g (98% yield) of 1-[4-chloro-6-(4-morpholinyl)-1,3,5-triazin-2-yl]-2-(methylsulfanyl)-1H-benzimidazole: mp (CHCl3/EtOH) 260-261° C.; 1H ... Reagents/catalysts: C1=CC=C(C=C1)P([C-]2C=CC=C2)C3=CC=CC=C3.C1=CC=C(C=C1)P([C-]2C=CC=C2)C3=CC=CC=C3.Cl[Pd]Cl.[Fe+2].C(Cl)Cl (Pd(dppf)Cl2 DCM). As a reaction SMILES: [Cl:1][C:2]1[CH:7]=[C:6](Cl)[N:5]=[C:4]([NH2:9])[CH:3]=1.C([O-])([O-])=O.[K+].[K+].[Zn](CC)[CH2:17][CH3:18]>C1COCC1.C1C=CC(P(C2C=CC=CC=2)[C-]2C=CC=C2)=CC=1.C1C=CC(P(C2C=CC=CC=2)[C-]2C=CC=C2)=CC=1.Cl[Pd]Cl.[Fe+2].C(Cl)Cl>[Cl:1][C:2]1[CH:7]=[C:6]([CH2:17][CH3:18])[N:5]=[C:4]([NH2:9])[CH:3]=1 |f:1.2.3,6.7.8.9.10|. The yield is 33.0%. Product: ClC1=CC(=NC(=C1)CC)N (4-chloro-6-ethylpyridin-2-amine). Procedure details: To a solution of 4,6-dichloropyridin-2-amine (1.0 equiv.) in THF (0.1M) was added Pd(dppf)Cl2-DCM (0.1M), K2CO3 (3.0 equiv.), and Et2Zn (1.2 equiv.). The reaction was heated to 70° C. for 18 hrs. Upon cooling to room temperature, NH4Cl(sat.) was added, the mixture was extracted with EtOAc, dried with Na2SO4, and concentrated. The crude material was purified via SiO2 column chromatography eluting with DCM/MeOH (2%) to yield 4-chloro-6-ethylpyridin-2-amine in 33% yield. LCMS (m/z): 157.1 (MH+). Reaction conditions: temperature 70 celsius. Reactants: NH4Cl(sat.), ClC1=CC(=NC(=C1)Cl)N (4,6-dichloropyridin-2-amine), C(=O)([O-])[O-].[K+].[K+] (K2CO3), [Zn](CC)CC (Et2Zn). Solvent: C1CCOC1 (THF). Product: FC1=CC=C(C=C1)N(CC1=CC=C(C=C1)NC(=O)[C@H]1N(CCC1)C([C@H](N1CCCCC1)C1=CC=CC=C1)=O)CC1=CC=C(C=C1)NC(=O)[C@H]1N(CCC1)C([C@H]([C@@H]1COCC1)NC(OC)=O)=O (methyl {(1S)-2-{(2S)-2-[(4-{[(4-fluorophenyl){4-[({(2S)-1-[(2R)-2-phenyl-2-piperidin-1-ylacetyl]pyrrolidin-2-yl}carbonyl)amino]benzyl}amino]methyl}phenyl)carbamoyl]pyrrolidin-1-yl}-2-oxo-1-[(3R)-tetrahydrofuran-3-yl]ethyl}carbamate). The reactants are FC1=CC=C(C=C1)N(CC1=CC=C(C=C1)NC(=O)[C@H]1NCCC1)CC1=CC=C(C=C1)NC(=O)[C@H]1N(CCC1)C([C@H](N1CCCCC1)C1=CC=CC=C1)=O ((S)-N-(4-(((4-fluorophenyl)(4-((S)-pyrrolidine-2-carboxamido)benzyl)amino)methyl)phenyl)-1-((R)-2-phenyl-2-(piperidin-1-yl)acetyl)pyrrolidine-2-carboxamide), COC(=O)N[C@H](C(=O)O)[C@@H]1COCC1 ((S)-2-(methoxycarbonylamino)-2-((R)-tetrahydrofuran-3-yl)acetic acid). Procedure: The product from Example 114C (0.040 g, 0.056 mmol) and (S)-2-(methoxycarbonylamino)-2-((R)-tetrahydrofuran-3-yl)acetic acid (0.014 g, 0.067 mmol) were processed as in Example 81A to give the title compound. 1H NMR (400 MHz, DMSO-D6) δ ppm 1.29-1.38 (m, 2 H) 1.39-1.47 (m, 4 H) 1.68-1.78 (m, 1 H) 1.79-1.90 (m, 4 H) 1.93-2.06 (m, 4 H) 2.10-2.22 (m, 1 H) 3.14-3.25 (m, 1 H) 3.41-3.50 (m, 4 H) 3.53 (s, 3 H) 3.58-3.70 (m, 4 H) 3.71-3.79 (m, 2 H) 3.80-3.90 (m, 2 H) 4.20-4.28 (m, 2 H) 4.31 (dd, J=7.64, ... RXN SMILES: [F:1][C:2]1[CH:7]=[CH:6][C:5]([N:8]([CH2:24][C:25]2[CH:30]=[CH:29][C:28]([NH:31][C:32]([C@@H:34]3[CH2:38][CH2:37][CH2:36][N:35]3[C:39](=[O:53])[C@@H:40]([C:47]3[CH:52]=[CH:51][CH:50]=[CH:49][CH:48]=3)[N:41]3[CH2:46][CH2:45][CH2:44][CH2:43][CH2:42]3)=[O:33])=[CH:27][CH:26]=2)[CH2:9][C:10]2[CH:15]=[CH:14][C:13]([NH:16][C:17]([C@@H:19]3[CH2:23][CH2:22][CH2:21][NH:20]3)=[O:18])=[CH:12][CH:11]=2)=[CH:4][CH:3]=1.[CH3:54][O:55][C:56]([NH:58][C@@H:59]([C@H:63]1[CH2:67][CH2:66][O:65][CH2:64]1)[C:60](O)=[O:61])=[O:57]>>[F:1][C:2]1[CH:7]=[CH:6][C:5]([N:8]([CH2:9][C:10]2[CH:15]=[CH:14][C:13]([NH:16][C:17]([C@@H:19]3[CH2:23][CH2:22][CH2:21][N:20]3[C:60](=[O:61])[C@@H:59]([NH:58][C:56](=[O:57])[O:55][CH3:54])[C@H:63]3[CH2:67][CH2:66][O:65][CH2:64]3)=[O:18])=[CH:12][CH:11]=2)[CH2:24][C:25]2[CH:30]=[CH:29][C:28]([NH:31][C:32]([C@@H:34]3[CH2:38][CH2:37][CH2:36][N:35]3[C:39](=[O:53])[C@@H:40]([C:47]3[CH:48]=[CH:49][CH:50]=[CH:51][CH:52]=3)[N:41]3[CH2:42][CH2:43][CH2:44][CH2:45][CH2:46]3)=[O:33])=[CH:27][CH:26]=2)=[CH:4][CH:3]=1. The reactants are FC=1C=C2CC(C(C2=CC1)=O)C1=CC=C(C=C1)F (5-fluoro-2-(4-fluorophenyl)-2,3-dihydro-1H-inden-1-one), C(NN)(=O)OCC (ethyl carbazate). The reagents and catalysts are OS(=O)(=O)O (H2SO4). The solvent is CO (methanol). Product: FC=1C=C2CC(C(C2=CC1)=NNC(=O)OCC)C1=CC=C(C=C1)F (ethyl 2[5-fluoro-2-(4-fluorophenyl)-2,3-dihydro-1H-inden-1-ylidene]hydrazine carboxylate). Yield: 95.0%. As a reaction SMILES: [F:1][C:2]1[CH:3]=[C:4]2[C:8](=[CH:9][CH:10]=1)[C:7](=O)[CH:6]([C:12]1[CH:17]=[CH:16][C:15]([F:18])=[CH:14][CH:13]=1)[CH2:5]2.[C:19]([O:23][CH2:24][CH3:25])(=[O:22])[NH:20][NH2:21]>CO.OS(O)(=O)=O>[F:1][C:2]1[CH:3]=[C:4]2[C:8](=[CH:9][CH:10]=1)[C:7](=[N:21][NH:20][C:19]([O:23][CH2:24][CH3:25])=[O:22])[CH:6]([C:12]1[CH:17]=[CH:16][C:15]([F:18])=[CH:14][CH:13]=1)[CH2:5]2. Reported procedure: To a mixture of 1.5 g of 5-fluoro-2-(4-fluorophenyl)-2,3-dihydro-1H-inden-1-one (prepared by a procedure analogous to Example 1, Step B) and 0.63 g of ethyl carbazate in 20 ml of methanol was added 1 drop of conc. H2SO4 and the reaction was refluxed under nitrogen overnight. The reaction was then partitioned between ethyl acetate and 5% aqueous NaHCO3, the aqueous extracts were washed with ethyl acetate and the combined organic extracts were dried over MgSO4. Concentration of the organic extract... Starting materials: CS(=O)C (dimethylsulfoxide), C1OC2=C(C=CC=C2O1)CC#N (2,3-methylenedioxyphenylacetonitrile), C(CCCC)Br (n-pentyl bromide), aqueous solution, [OH-].[Na+] (sodium hydroxide). Solvent: O (water). Yields the product C1OC2=C(C=CC=C2O1)C(CCCCC)C#N (1-(2,3-methylenedioxyphenyl)hexane carbonitrile). Isolated yield 81.1%. As a reaction SMILES: CS(C)=O.[CH2:5]1[O:13][C:12]2[C:7](=[C:8]([CH2:14][C:15]#[N:16])[CH:9]=[CH:10][CH:11]=2)[O:6]1.[CH2:17](Br)[CH2:18][CH2:19][CH2:20][CH3:21].[OH-].[Na+]>O>[CH2:5]1[O:13][C:12]2[C:7](=[C:8]([CH:14]([C:15]#[N:16])[CH2:17][CH2:18][CH2:19][CH2:20][CH3:21])[CH:9]=[CH:10][CH:11]=2)[O:6]1 |f:3.4|. Procedure details: Into 5 ml of dimethylsulfoxide, was added 0.26 g (1.6 mmol) of 2,3-methylenedioxyphenylacetonitrile, then, 0.24 g (1.6 mmol) of n-pentyl bromide and a 50% aqueous solution of sodium hydroxide were added dropwise thereinto simultaneously under cooling with ice. After 30-minute stirring at room temperature, the mixutre was added with water and extracted with ether. The ether extract was dried over magnesium chloride and then the solvent was evaporated off to obtain 0.30 g of oily 1-(2,3-methylened... Reactants: CN(C)C(=O)Sc1c(Cl)ccc2c1CCN(C(=O)OC(C)(C)C)CC2, CO, CC1(C)C(=O)Nc2ccc(CCCCl)cc21, ClCCl, [I-], [K+], [K+], [OH-]. Product: CC(C)(C)OC(=O)N1CCc2ccc(Cl)c(SCCCc3ccc4c(c3)C(C)(C)C(=O)N4)c2CC1. RXN SMILES: [C:3]([CH3:4])([CH3:5])([CH3:6])[O:7][C:8](=[O:9])[N:10]1[CH2:11][CH2:12][c:13]2[c:14]([c:17]([S:22][C:23](=[O:24])[N:25]([CH3:26])[CH3:27])[c:18]([Cl:21])[cH:19][cH:20]2)[CH2:15][CH2:16]1.[CH3:46][OH:47].[Cl:28][CH2:29][CH2:30][CH2:31][c:32]1[cH:33][c:34]2[c:38]([cH:39][cH:40]1)[NH:37][C:36](=[O:41])[C:35]2([CH3:42])[CH3:43].[Cl:48][CH2:49][Cl:50].[I-:45].[K+:2].[K+:44].[OH-:1]>>[C:3]([CH3:4])([CH3:5])([CH3:6])[O:7][C:8](=[O:9])[N:10]1[CH2:11][CH2:12][c:13]2[c:14]([c:17]([S:22][CH2:29][CH2:30][CH2:31][c:32]3[cH:33][c:34]4[c:38]([cH:39][cH:40]3)[NH:37][C:36](=[O:41])[C:35]4([CH3:42])[CH3:43])[c:18]([Cl:21])[cH:19][cH:20]2)[CH2:15][CH2:16]1.